Dataset: the Open Reaction Database (ORD), a public repository of structured organic reaction records. Task: describe an organic reaction: reactants, conditions, products, and yield Starting materials: NC(=O)c1c(F)ccc(OCc2nc3ccc(Br)nc3s2)c1F, CCCC[Sn](CCCC)(CCCC)c1nccn1C, CN(C)C=O, O, [Pd], c1ccc(P(c2ccccc2)c2ccccc2)cc1, c1ccc(P(c2ccccc2)c2ccccc2)cc1, c1ccc(P(c2ccccc2)c2ccccc2)cc1, c1ccc(P(c2ccccc2)c2ccccc2)cc1. The product is Cn1ccnc1-c1ccc2nc(COc3ccc(F)c(C(N)=O)c3F)sc2n1. RXN SMILES: [Br:1][c:2]1[cH:3][cH:4][c:5]2[c:6]([n:7]1)[s:8][c:9]([CH2:11][O:12][c:13]1[c:14]([F:23])[c:15]([C:16](=[O:17])[NH2:18])[c:19]([F:22])[cH:20][cH:21]1)[n:10]2.[CH3:24][n:25]1[c:26]([Sn:30]([CH2:31][CH2:32][CH2:33][CH3:34])([CH2:35][CH2:36][CH2:37][CH3:38])[CH2:39][CH2:40][CH2:41][CH3:42])[n:27][cH:28][cH:29]1.[O:44]=[CH:45][N:46]([CH3:47])[CH3:48].[OH2:43].[Pd:49].[c:107]1([P:108]([c:109]2[cH:110][cH:111][cH:112][cH:113][cH:114]2)[c:115]2[cH:116][cH:117][cH:118][cH:119][cH:120]2)[cH:121][cH:122][cH:123][cH:124][cH:125]1.[c:50]1([P:51]([c:52]2[cH:53][cH:54][cH:55][cH:56][cH:57]2)[c:58]2[cH:59][cH:60][cH:61][cH:62][cH:63]2)[cH:64][cH:65][cH:66][cH:67][cH:68]1.[c:69]1([P:70]([c:71]2[cH:72][cH:73][cH:74][cH:75][cH:76]2)[c:77]2[cH:78][cH:79][cH:80][cH:81][cH:82]2)[cH:83][cH:84][cH:85][cH:86][cH:87]1.[c:88]1([P:89]([c:90]2[cH:91][cH:92][cH:93][cH:94][cH:95]2)[c:96]2[cH:97][cH:98][cH:99][cH:100][cH:101]2)[cH:102][cH:103][cH:104][cH:105][cH:106]1>>[c:2]1(-[c:26]2[n:25]([CH3:24])[cH:29][cH:28][n:27]2)[cH:3][cH:4][c:5]2[c:6]([n:7]1)[s:8][c:9]([CH2:11][O:12][c:13]1[c:14]([F:23])[c:15]([C:16](=[O:17])[NH2:18])[c:19]([F:22])[cH:20][cH:21]1)[n:10]2. The reactants are BrC1=COC2=C1C=NC(=C2O)[N+](=O)[O-] (3-Bromo-6-nitrofuro[3,2-c]pyridin-7-ol), BrC1=COC2=C1C=NC(=C2O)[N+](=O)[O-] (3-Bromo-6-nitrofuro[3,2-c]pyridin-7-ol), ClC1=C(C(=CC=C1)Cl)C(C)O (racemic 1-(2,6-dichlorophenyl)ethanol), BrC1=COC2=C1C=NC(=C2OC(C)C2=C(C=CC=C2Cl)Cl)[N+](=O)[O-] (3-Bromo-7-[1-(2,6-dichlorophenyl)ethoxy]-6-nitrofuro[3,2-c]pyridine), ClC1=C(C(=CC=C1F)Cl)[C@@H](C)OC=1C2=C(C=NC1[N+](=O)[O-])C=CO2 (7-[(R)-1-(2,6-Dichloro-3-fluorophenyl)ethoxy]-6-nitrofuro[3,2-c]pyridine). Reagents/catalysts: [Fe].Cl (iron HCl). Yields the product BrC1=COC2=C1C=NC(=C2OC(C)C2=C(C=CC=C2Cl)Cl)N (3-Bromo-7-[1-(2,6-dichlorophenyl)ethoxy]furo[3,2-c]pyridin-6-ylamine). As a reaction SMILES: BrC1C2C=NC([N+]([O-])=O)=C(O)C=2OC=1.ClC1C=CC=C(Cl)C=1C(O)C.ClC1C(F)=CC=C(Cl)C=1[C@H](OC1C2OC=CC=2C=NC=1[N+]([O-])=O)C.[Br:50][C:51]1[C:55]2[CH:56]=[N:57][C:58]([N+:71]([O-])=O)=[C:59]([O:60][CH:61]([C:63]3[C:68]([Cl:69])=[CH:67][CH:66]=[CH:65][C:64]=3[Cl:70])[CH3:62])[C:54]=2[O:53][CH:52]=1>[Fe].Cl>[Br:50][C:51]1[C:55]2[CH:56]=[N:57][C:58]([NH2:71])=[C:59]([O:60][CH:61]([C:63]3[C:64]([Cl:70])=[CH:65][CH:66]=[CH:67][C:68]=3[Cl:69])[CH3:62])[C:54]=2[O:53][CH:52]=1 |f:4.5|. Procedure details: 3-Bromo-6-nitrofuro[3,2-c]pyridin-7-ol (Intermediate 10) was reacted with racemic 1-(2,6-dichlorophenyl)ethanol following the procedure described for Intermediate 8. The resulting 3-Bromo-7-[1-(2,6-dichlorophenyl)ethoxy]-6-nitrofuro[3,2-c]pyridine was reacted with iron/HCl as described in Example 2 to give 3-Bromo-7-[1-(2,6-dichlorophenyl)ethoxy]furo[3,2-c]pyridin-6-ylamine. Suzuki coupling with 4-[4-(4,4,5,5-tetramethyl-1,3,2-dioxaborolan-2-yl)-pyrazol-1-yl]piperidine-1-carboxylic acid tert-but... Starting materials: CC1(C([C@H]([C@@H](CC1)C(=C)C)C(=O)OC)=O)C (methyl (1S,6R)-3,3-dimethyl-6-(1-methylvinyl)-2-oxocyclohexane-1-carboxylate), O.O.O.O.O.O.O.[Cl-].[Ce+2].[Cl-] (cerium (II) chloride heptahydrate), [BH4-].[Na+] (sodium borohydride). Run in C(C)(=O)OCC (ethyl acetate), CO (methanol). Reaction conditions: time 1 hour. Product: O[C@@H]1[C@H]([C@@H](CCC1(C)C)C(=C)C)C(=O)OC (methyl (1S,2R,6R)-2-hydroxy-3,3-dimethyl-6-(1-methylvinyl)cyclohexane-1-carboxylate). Isolated yield 82.6%. As a reaction SMILES: [CH3:1][C:2]1([CH3:16])[CH2:7][CH2:6][C@@H:5]([C:8]([CH3:10])=[CH2:9])[C@H:4]([C:11]([O:13][CH3:14])=[O:12])[C:3]1=[O:15].O.O.O.O.O.O.O.[Cl-].[Ce+2].[Cl-].[BH4-].[Na+]>CO.C(OCC)(=O)C>[OH:15][C@H:3]1[C:2]([CH3:16])([CH3:1])[CH2:7][CH2:6][C@@H:5]([C:8]([CH3:10])=[CH2:9])[C@@H:4]1[C:11]([O:13][CH3:14])=[O:12] |f:1.2.3.4.5.6.7.8.9.10,11.12|. Procedure details: To a mixture of methyl (1S,6R)-3,3-dimethyl-6-(1-methylvinyl)-2-oxocyclohexane-1-carboxylate (1.38 g) and cerium (II) chloride heptahydrate (2.14 g) in methanol (10 ml) was added sodium borohydride (217 mg) at 0° C. The mixture was stirred at room temperature for 1 hr, and the reaction was quenched by addition of water. The pH of the mixture was adjusted to pH 7 with 0.1N hydrochloric acid. The mixture was extracted with ether. The combined organic extracts were washed with brine, dried over anh... The reactants are B(OC)(OC)OC (trimethyl borate), Cl (hydrochloric acid), ice water, C(CCC)OC1=CC=C(C=C1)C1=C(C(=CC=C1)F)F (4′-butoxy-2,3-difluoro-1,1′-biphenyl), C(C)(CC)[Li] (sec-Butyllithium). The solvent is C1CCOC1 (THF), C1CCCCC1 (cyclohexane), CCCCCC (n-hexane), C1CCOC1 (THF), C(C)(=O)OCC (Ethyl acetate). Reaction conditions: time 2 hour. The product is C(CCC)OC1=CC=C(C=C1)C1=C(C(=C(C=C1)B(O)O)F)F (4′-butoxy-2,3-difluoro-1,1′-biphenyl-4-boronic acid). Yield: 91.3%. Reaction SMILES: [CH2:1]([O:5][C:6]1[CH:11]=[CH:10][C:9]([C:12]2[CH:17]=[CH:16][CH:15]=[C:14]([F:18])[C:13]=2[F:19])=[CH:8][CH:7]=1)[CH2:2][CH2:3][CH3:4].C([Li])(CC)C.[B:25](OC)([O:28]C)[O:26]C.Cl>C(OCC)(=O)C.C1COCC1.C1CCCCC1.CCCCCC>[CH2:1]([O:5][C:6]1[CH:11]=[CH:10][C:9]([C:12]2[CH:17]=[CH:16][C:15]([B:25]([OH:28])[OH:26])=[C:14]([F:18])[C:13]=2[F:19])=[CH:8][CH:7]=1)[CH2:2][CH2:3][CH3:4]. Reported procedure: 4′-Butoxy-2,3-difluoro-1,1′-biphenyl (18) (20.0 g) and THF (200 ml) were put in a reaction vessel under a nitrogen atmosphere, and cooled to −74° C. sec-Butyllithium (1.00 M, in a n-hexane and cyclohexane solution; 83.9 ml) was added dropwise thereto in the temperature range of −74° C. to −70° C., and the mixture was stirred for another 2 hours. Then, trimethyl borate (9.5 g) in a THF (50 ml) solution was added dropwise thereto in the temperature range of −74° C. to −65° C., and the stirring was... Procedure: A stirred mixture of 4-methylbenzyl bromide (1.3 g, 7.0 mmol) and sodium azide (754 mg, 11.6 mmol) in ethanol (8 ml) was refluxed under a nitrogen atmosphere for 3 hours, cooled to ambient temperature, and filtered. Separately, 2-cyanoacetamide (588 mg, 7.0 mmol) was added to a stirred, refluxing solution of sodium (167 mg, 7 2 mmol) in ethanol (15 ml), followed by dropwise addition of the above azide solution over 20 min. The resulting slurry was refluxed 1 hour, cooled to ambient temperature, ... Yield: 69.2%. RXN SMILES: [CH3:1][C:2]1[CH:9]=[CH:8][C:5]([CH2:6]Br)=[CH:4][CH:3]=1.[N-:10]=[N+:11]=[N-:12].[Na+].[C:14]([CH2:16][C:17]([NH2:19])=[O:18])#[N:15].[Na].[N-]=[N+]=[N-]>C(O)C>[CH3:1][C:2]1[CH:9]=[CH:8][C:5]([CH2:6][N:10]2[C:14]([NH2:15])=[C:16]([C:17]([NH2:19])=[O:18])[N:12]=[N:11]2)=[CH:4][CH:3]=1 |f:1.2,^1:19|. Solvent: C(C)O (ethanol), C(C)O (ethanol). Yields the product CC1=CC=C(CN2N=NC(=C2N)C(=O)N)C=C1 (1-(4-methylbenzyl)5-amino-1,2,3-triazole-4-carboxamide). The reactants are [Na] (sodium), [N-]=[N+]=[N-] (azide), CC1=CC=C(CBr)C=C1 (4-methylbenzyl bromide), [N-]=[N+]=[N-].[Na+] (sodium azide), C(#N)CC(=O)N (2-cyanoacetamide). RXN SMILES: [NH2:1][C:2]1[C:32]([C:33]([F:36])([F:35])[F:34])=[CH:31][C:5]([CH2:6][CH:7]([CH2:10][C:11](=[O:30])[N:12]2[CH2:17][CH2:16][CH:15]([N:18]3[CH2:24][CH2:23][C:22]4[CH:25]=[CH:26][CH:27]=[CH:28][C:21]=4[NH:20][C:19]3=[O:29])[CH2:14][CH2:13]2)[CH:8]=O)=[CH:4][C:3]=1[Cl:37].Cl.Cl.Cl.[CH3:41][N:42]([CH3:56])[CH2:43][C:44]([CH3:55])([CH3:54])[CH2:45][NH:46][C:47]1[C:48]([NH2:53])=[CH:49][CH:50]=[CH:51][CH:52]=1>CN(C=O)C>[NH2:1][C:2]1[C:32]([C:33]([F:36])([F:35])[F:34])=[CH:31][C:5]([CH2:6][CH:7]([C:8]2[N:46]([CH2:45][C:44]([CH3:55])([CH3:54])[CH2:43][N:42]([CH3:41])[CH3:56])[C:47]3[CH:52]=[CH:51][CH:50]=[CH:49][C:48]=3[N:53]=2)[CH2:10][C:11]([N:12]2[CH2:13][CH2:14][CH:15]([N:18]3[CH2:24][CH2:23][C:22]4[CH:25]=[CH:26][CH:27]=[CH:28][C:21]=4[NH:20][C:19]3=[O:29])[CH2:16][CH2:17]2)=[O:30])=[CH:4][C:3]=1[Cl:37] |f:1.2.3.4|. The solvent is CN(C)C=O (DMF). Reaction conditions: time 16 hour. Starting materials: NC1=C(C=C(CC(C=O)CC(N2CCC(CC2)N2C(NC3=C(CC2)C=CC=C3)=O)=O)C=C1C(F)(F)F)Cl (2-(4-amino-3-chloro-5-trifluoromethyl-benzyl)-4-oxo-4-[4-(2-oxo-1,2,4,5-tetrahydro-1,3-benzodiazepin-3-yl)-piperidin-1-yl]-butyraldehyde), NC1=C(C=C(CC(C=O)CC(N2CCC(CC2)N2C(NC3=C(CC2)C=CC=C3)=O)=O)C=C1C(F)(F)F)Cl (2-(4-amino-3-chloro-5-trifluoromethyl-benzyl)-4-oxo-4-[4-(2-oxo-1,2,4,5-tetrahydro-1,3-benzodiazepin-3-yl)-piperidin-1-yl]-butyraldehyde), Cl.Cl.Cl.CN(CC(CNC=1C(=CC=CC1)N)(C)C)C (N-(3-dimethylamino-2,2-dimethyl-propyl)-benzene-1,2-diamine-trihydrochloride), Cl.Cl.Cl.CN(CC(CNC=1C(=CC=CC1)N)(C)C)C (N-(3-dimethylamino-2,2-dimethyl-propyl)-benzene-1,2-diamine-trihydrochloride). The product is NC1=C(C=C(C=C1C(F)(F)F)CC(CC(=O)N1CCC(CC1)N1C(NC2=C(CC1)C=CC=C2)=O)C2=NC1=C(N2CC(CN(C)C)(C)C)C=CC=C1)Cl (3-(1-{4-(4-Amino-3-chloro-5-trifluoromethyl-phenyl)-3-[1-(3-dimethylamino-2,2-dimethyl-propyl)-1H-benzimidazol-2-yl]-butyryl}-piperidin-4-yl)-1,3,4,5-tetrahydro-1,3-benzodiazepin-2-one). Procedure details: To a solution of 320 mg (0.596 mmol) 2-(4-amino-3-chloro-5-trifluoromethyl-benzyl)-4-oxo-4-[4-(2-oxo-1,2,4,5-tetrahydro-1,3-benzodiazepin-3-yl)-piperidin-1-yl]-butyraldehyde (Intermediate product 36) in 7 mL DMF was added 230 mg (0.695 mmol) N-(3-dimethylamino-2,2-dimethyl-propyl)-benzene-1,2-diamine-trihydrochloride (Intermediate product 37) and the mixture was stirred for 16 hours in an atmosphere of air. The reaction mixture was evaporated down i. vac. and the residue combined with EtOAc. The... The reactants are CN (methylamine), O1CCCC1 (tetrahydrofuran), ClC1=NC=CC2=CC=C(C=C12)C(=O)OCC (ethyl 1-chloroisoquinoline-7-carboxylate), COC1=CC=C(CNC2=NC=CC3=CC=C(C=C23)C(=O)O)C=C1 (1-(4-methoxybenzylamino)isoquinoline-7-carboxylic acid), CN (methylamine). Conditions: temperature 60 celsius, time 8 hour. Yields the product CNC1=NC=CC2=CC=C(C=C12)C(=O)OCC (ethyl 1-(methylamino)isoquinoline-7-carboxylate). Yield: 85.0%. Reaction SMILES: CN.O1CCCC1.Cl[C:9]1[C:18]2[C:13](=[CH:14][CH:15]=[C:16]([C:19]([O:21][CH2:22][CH3:23])=[O:20])[CH:17]=2)[CH:12]=[CH:11][N:10]=1.COC1C=CC([CH2:30][NH:31]C2C3C(=CC=C(C(O)=O)C=3)C=CN=2)=CC=1>>[CH3:30][NH:31][C:9]1[C:18]2[C:13](=[CH:14][CH:15]=[C:16]([C:19]([O:21][CH2:22][CH3:23])=[O:20])[CH:17]=2)[CH:12]=[CH:11][N:10]=1. Reported procedure: A solution of methylamine in tetrahydrofuran (30 mL, 60 mmol, 2 M) was added to ethyl 1-chloroisoquinoline-7-carboxylate (formed in Step 3 of Intermediate 27) (705 mg, 2.99 mmol) in a sealed tube. The reaction was heated to 60° C. and stirred overnight. LCMS indicated the reaction was not complete. Additional methylamine (10 mL, 20 mmol, 2 M in THF) was added and the reaction was heated to 60° C. for another 18 hours. The reaction was cooled to room temperature and concentrated. The residue was ... Reactants: C1(CCCCC1)NC(=O)N (cyclohexylurea), P(=O)(Cl)(Cl)Cl (Phosphorus oxychloride). Reaction conditions: time 5 hour. Product: C1CCC(CC1)N=C=NC2CCCCC2 (DCC). As a reaction SMILES: [CH:1]1([NH:7][C:8]([NH2:10])=O)[CH2:6][CH2:5][CH2:4][CH2:3][CH2:2]1.P(Cl)(Cl)(Cl)=O>>[CH2:4]1[CH2:5][CH2:6][CH:1]([N:7]=[C:8]=[N:10][CH:1]2[CH2:6][CH2:5][CH2:4][CH2:3][CH2:2]2)[CH2:2][CH2:3]1. Procedure: The polymer bound cyclohexylurea (PS-DCU; 1 g of 1.25 mmol/g) recovered after N-acylation is suspended in dichloromethane (20 ml) in a two-necked round-bottom flask (100 ml) equipped with a silicone rubber septum and a reverse filter funnel under exclusion of moisture and air. Phosphorus oxychloride (POCl3; 0.38 g, 2.5 mmol) is added slowly over a period of 10 minutes to the above suspension of PS-DCU. The mixture is shaken gently for 4-6 hours and supernatant is removed by reverse filtration an... Reactants: C(C)C1=C(C(=CC(=C1)C1=NOC(=N1)C1=CC(=NC(=C1)OC)C(CC)CC)C)O (2-ethyl-4-{5-[2-(1-ethyl-propyl)-6-methoxy-pyridin-4-yl]-[1,2,4]oxadiazol-3-yl}-6-methyl-phenol), C(Cl)[C@H]1CO1 ((R)-epichlorohydrine), C(Cl)[C@H]1CO1 ((R)-epichlorohydrine). Solvent: [OH-].[Na+] (NaOH), C(C)(C)O (isopropanol), CC(OCC)=O (EA). Run at time 8 hour. Yields the product C(C)C=1C=C(C=C(C1OC[C@H]1OC1)C)C1=NOC(=N1)C1=CC(=NC(=C1)OC)C(CC)CC (4-[(2S)-3-(3-ethyl-5-methyl-4-oxiranylmethoxy-phenyl)-[1,2,4]oxadiazol-5-yl]-2-(1-ethyl-propyl)-6-methoxy-pyridine). Isolated yield 66.8%. Reaction SMILES: [CH2:1]([C:3]1[CH:8]=[C:7]([C:9]2[N:13]=[C:12]([C:14]3[CH:19]=[C:18]([O:20][CH3:21])[N:17]=[C:16]([CH:22]([CH2:25][CH3:26])[CH2:23][CH3:24])[CH:15]=3)[O:11][N:10]=2)[CH:6]=[C:5]([CH3:27])[C:4]=1[OH:28])[CH3:2].[CH2:29]([C@@H:31]1[O:33][CH2:32]1)Cl>[OH-].[Na+].C(O)(C)C.CC(=O)OCC>[CH2:1]([C:3]1[CH:8]=[C:7]([C:9]2[N:13]=[C:12]([C:14]3[CH:19]=[C:18]([O:20][CH3:21])[N:17]=[C:16]([CH:22]([CH2:25][CH3:26])[CH2:23][CH3:24])[CH:15]=3)[O:11][N:10]=2)[CH:6]=[C:5]([CH3:27])[C:4]=1[O:28][CH2:29][C@@H:31]1[CH2:32][O:33]1)[CH3:2] |f:2.3|. Procedure details: A mixture of 2-ethyl-4-{5-[2-(1-ethyl-propyl)-6-methoxy-pyridin-4-yl]-[1,2,4]oxadiazol-3-yl}-6-methyl-phenol (355 mg, 931 μmol) and (R)-epichlorohydrine (861 mg, 9.31 mmol) in 3 M aq. NaOH (4 mL) and isopropanol (15 mL) is stirred at rt for 18 h before a second portion of (R)-epichlorohydrine (430 mg, 4.65 mmol) is added. Stirring is continued at rt for 8 h. The mixture is diluted with EA (100 mL) and washed twice with 1 N aq. NaOH solution (2×15 mL) followed by brine (25 mL). The org. extract i... Starting materials: [H][H] (hydrogen), NC1=C2N=C(N(C2=NC(=N1)C#CC(C)(O)C)CC)C1=CC(=CC=C1)F (4-[6-amino-9-ethyl-8-(3-fluorophenyl)-9H-2-purinyl]-2-methyl-3-butyn-2-ol), N1=CC=CC2=CC=CC=C12 (quinoline). Reagents/catalysts: [Pd] (palladium/barium carbonate). Run in CO (methanol). The product is NC1=C2N=C(N(C2=NC(=N1)\C=C/C(C)(O)C)CC)C1=CC(=CC=C1)F ((Z)-4-[6-amino-9-ethyl-8-(3-fluorophenyl)-9H-2-purinyl]-2-methyl-3-buten-2-ol). Reaction SMILES: [NH2:1][C:2]1[N:10]=[C:9]([C:11]#[C:12][C:13]([CH3:16])([OH:15])[CH3:14])[N:8]=[C:7]2[C:3]=1[N:4]=[C:5]([C:19]1[CH:24]=[CH:23][CH:22]=[C:21]([F:25])[CH:20]=1)[N:6]2[CH2:17][CH3:18].N1C2C(=CC=CC=2)C=CC=1.[H][H]>CO.[Pd]>[NH2:1][C:2]1[N:10]=[C:9](/[CH:11]=[CH:12]\[C:13]([CH3:16])([OH:15])[CH3:14])[N:8]=[C:7]2[C:3]=1[N:4]=[C:5]([C:19]1[CH:24]=[CH:23][CH:22]=[C:21]([F:25])[CH:20]=1)[N:6]2[CH2:17][CH3:18]. Procedure details: To a solution of 200 mg of 4-[6-amino-9-ethyl-8-(3-fluorophenyl)-9H-2-purinyl]-2-methyl-3-butyn-2-ol in 20 ml of methanol were added 5 μl of quinoline and 20 mg of 10% palladium/barium carbonate and the mixture was stirred in a hydrogen atmosphere at room temperature for 10 minutes. The palladium/barium carbonate was filtered off and the filtrate was concentrated and then the resulting residue was subjected to a silica gel column chromatography (15 g of silica gel; dichloromethane-dichloromethan...